The task is: describe an organic reaction: reactants, conditions, products, and yield. This data is from the Open Reaction Database (ORD), a public repository of structured organic reaction records. Starting materials: Cl (hydrogen chloride), C(C)(=O)OCC (ethyl acetate), C(C)(C)(C)OC(=O)N1CCC(CC1)CN(CC1CCN(CC1)C(=O)OC(C)(C)C)C (N,N-bis[(1-tert-butoxycarbonyl-4-piperidinyl)-methyl]methylamine). The solvent is C(Cl)Cl (methylene chloride). Reaction conditions: time 1 hour. Product: Cl.Cl.Cl.N1CCC(CC1)CN(CC1CCNCC1)C (N,N-bis[(4-Piperidinyl)methyl]methylamine Trihydrochloride). The yield is 82.0%. RXN SMILES: [ClH:1].C(OCC)(=O)C.C(OC([N:15]1[CH2:20][CH2:19][CH:18]([CH2:21][N:22]([CH3:37])[CH2:23][CH:24]2[CH2:29][CH2:28][N:27](C(OC(C)(C)C)=O)[CH2:26][CH2:25]2)[CH2:17][CH2:16]1)=O)(C)(C)C>C(Cl)Cl>[ClH:1].[ClH:1].[ClH:1].[NH:15]1[CH2:20][CH2:19][CH:18]([CH2:21][N:22]([CH3:37])[CH2:23][CH:24]2[CH2:25][CH2:26][NH:27][CH2:28][CH2:29]2)[CH2:17][CH2:16]1 |f:4.5.6.7|. Procedure: After a 4N hydrogen chloride in ethyl acetate (5 ml; 20 mmol) was added to a solution in methylene chloride (3 ml) of N,N-bis[(1-tert-butoxycarbonyl-4-piperidinyl)-methyl]methylamine (640 mg; 1.5 mmol) synthesized by the above process under ice cooling. The ice bath was removed, and the mixture was stirred at room temperature for 1 hour. The reaction mixture was concentrated under reduced pressure, and the resultant crude crystals were recrystallized from methanol-diethyl ether, thereby obtainin...